This data is from the Open Reaction Database (ORD), a public repository of structured organic reaction records. The task is: describe an organic reaction: reactants, conditions, products, and yield The reactants are FC(OC1=CC=C(C=C1)C=1C=CC=2N(C1)C(=NN2)C=2C=C(C(=O)OCC)C=CC2)(F)F (Ethyl 3-(6-(4-(trifluoromethoxy)phenyl)-[1,2,4]triazolo[4,3-a]pyridin-3-yl)benzoate), CCO (EtOH), CN (CH3NH2). Solvent: O (H2O). Product: CNC(C1=CC(=CC=C1)C1=NN=C2N1C=C(C=C2)C2=CC=C(C=C2)OC(F)(F)F)=O (N-methyl-3-(6-(4-(trifluoromethoxy)phenyl)-[1,2,4]triazolo[4,3-a]pyridin-3-yl)benzamide). RXN SMILES: [F:1][C:2]([F:31])([F:30])[O:3][C:4]1[CH:9]=[CH:8][C:7]([C:10]2[CH:11]=[CH:12][C:13]3[N:14]([C:16]([C:19]4[CH:20]=[C:21]([CH:27]=[CH:28][CH:29]=4)[C:22]([O:24]CC)=O)=[N:17][N:18]=3)[CH:15]=2)=[CH:6][CH:5]=1.CCO.[CH3:35][NH2:36]>O>[CH3:35][NH:36][C:22](=[O:24])[C:21]1[CH:27]=[CH:28][CH:29]=[C:19]([C:16]2[N:14]3[CH:15]=[C:10]([C:7]4[CH:8]=[CH:9][C:4]([O:3][C:2]([F:1])([F:31])[F:30])=[CH:5][CH:6]=4)[CH:11]=[CH:12][C:13]3=[N:18][N:17]=2)[CH:20]=1. Reported procedure: Ethyl 3-(6-(4-(trifluoromethoxy)phenyl)-[1,2,4]triazolo[4,3-a]pyridin-3-yl)benzoate, prepared as described above was stirred in 40% CH3NH2 in H2O 2O (2.5 mL) and EtOH (1.5 mL) at 60° C. in a sealed tube overnight. The reaction mixture was concentrated and purified by HPLC followed by further purification with prep-TLC (5% MeOH/CH2Cl2) to afford N-methyl-3-(6-(4-(trifluoromethoxy)phenyl)-[1,2,4]triazolo[4,3-a]pyridin-3-yl)benzamide. Reactants: FC1=CC=C(C=C1)C1=NOC(=C1)C(F)(F)F (3-(4-fluoro-phenyl)-5-trifluoromethyl-isoxazole), C1(=CC=CC=C1)C1=NOC(=C1C=1N=CN(C1)C1=CC=CC=C1)C(F)(F)F (3-phenyl-4-(1-phenyl-1H-imidazol-4-yl)-5-trifluoromethyl-isoxazole). Yields the product FC1=CC=C(C=C1)C1=NOC(=C1C(C)=O)C(F)(F)F (1-[3-(4-Fluoro-phenyl)-5-trifluoromethyl-isoxazol-4-yl]-ethanone). Yield: 85.0%. RXN SMILES: [F:1][C:2]1[CH:7]=[CH:6][C:5]([C:8]2[CH:12]=[C:11]([C:13]([F:16])([F:15])[F:14])[O:10][N:9]=2)=[CH:4][CH:3]=1.C1(C2[C:27](C3N=CN(C4C=CC=CC=4)C=3)=[C:26](C(F)(F)F)[O:25]N=2)C=CC=CC=1>>[F:1][C:2]1[CH:3]=[CH:4][C:5]([C:8]2[C:12]([C:26](=[O:25])[CH3:27])=[C:11]([C:13]([F:14])([F:16])[F:15])[O:10][N:9]=2)=[CH:6][CH:7]=1. Reported procedure: As described for Example 1e, 3-(4-fluoro-phenyl)-5-trifluoromethyl-isoxazole (50.0 mg, 216 mmol), instead of 3-phenyl-4-(1-phenyl-1H-imidazol-4-yl)-5-trifluoromethyl-isoxazole, was converted to the title compound (50.2 mg, 85%) which was obtained as a light yellow oil. MS: m/e=272.1 [M−H]−. Reaction SMILES: [C:1]12[C:7](=[CH:8][CH:9]=[CH:10][CH:11]=1)[NH:6]C(=O)[O:4][C:2]2=O.[N:13]1([CH2:18][CH2:19][CH2:20][CH2:21][NH2:22])[CH:17]=[CH:16][N:15]=[CH:14]1>C(O)C>[NH2:6][C:7]1[CH:8]=[CH:9][CH:10]=[CH:11][C:1]=1[C:2]([NH:22][CH2:21][CH2:20][CH2:19][CH2:18][N:13]1[CH:17]=[CH:16][N:15]=[CH:14]1)=[O:4]. Reaction conditions: time 22 hour. Procedure: A mixture of 1.63 g of isatoic anhydride, 1.39 g of 1H-imidazole-1-butanamine and 25 ml of ethanol was stirred at room temperature for 22 hours. The reaction mixture was concentrated and the residue was dissolved in ethyl acetate and cooled. The desired product was isolated by filtration, mp 91°14 93° C. The solvent is C(C)O (ethanol). Starting materials: C1=2C(=O)OC(NC1=CC=CC2)=O (isatoic anhydride), N1(C=NC=C1)CCCCN (1H-imidazole-1-butanamine). The product is NC1=C(C(=O)NCCCCN2C=NC=C2)C=CC=C1 (2-Amino-N-[4-(1H-imidazol-1-yl)butyl]benzamide). Reactants: FC(S(=O)(=O)O)(F)F (Trifluoromethanesulfonic acid), FC(S(=O)(=O)O)(F)F (trifluoromethanesulfonic acid), [OH-].[Na+] (sodium hydroxide). Run in O (water). The product is FC(S(=O)(=O)[O-])(F)F.[Na+] (Sodium Trifluoromethanesulfonate). RXN SMILES: [F:1][C:2]([F:8])([F:7])[S:3]([OH:6])(=[O:5])=[O:4].[OH-].[Na+:10]>O>[F:1][C:2]([F:8])([F:7])[S:3]([O-:6])(=[O:5])=[O:4].[Na+:10] |f:1.2,4.5|. Procedure: Trifluoromethanesulfonic acid (17.50 g) was placed in a graduated cylinder and diluted with water (30 ml). The trifluoromethanesulfonic acid was neutralized with 10% sodium hydroxide to a pH of 7.2. The solution was transferred to a rotary evaporator, evaporated to dryness and placed under a vacuum overnight (20.2 g). The sample was collected, ground to a fine powder in mortar and pestle and dried to a constant weight (19.18 g). Reactants: Cl, [Na+], [OH-], O, CCOC(=O)c1cnc2cc(OC)ccc2c1O. Yields the product COc1ccc2c(O)c(C(=O)O)cnc2c1. Reaction SMILES: [ClH:19].[Na+:22].[OH-:21].[OH2:20].[OH:1][c:2]1[c:3]([C:14](=[O:15])[O:16][CH2:17][CH3:18])[cH:4][n:5][c:6]2[cH:7][c:8]([O:12][CH3:13])[cH:9][cH:10][c:11]12>>[OH:1][c:2]1[c:3]([C:14](=[O:15])[OH:16])[cH:4][n:5][c:6]2[cH:7][c:8]([O:12][CH3:13])[cH:9][cH:10][c:11]12. The yield is 252.3%. As a reaction SMILES: [CH:1]1([O:7][N:8]2[C:13]([CH3:15])([CH3:14])[CH2:12][CH:11]([NH2:16])[CH2:10][C:9]2([CH3:18])[CH3:17])[CH2:6][CH2:5][CH2:4][CH2:3][CH2:2]1.[C:19]([O:27]C)(=O)[CH2:20][CH2:21][C:22]([O:24]C)=O.[CH3:29][O-:30].[Na+]>>[CH:1]1([O:7][N:8]2[C:9]([CH3:18])([CH3:17])[CH2:10][CH:11]([NH:16][C:22](=[O:24])[CH2:21][CH2:20][C:19]([NH:16][CH:11]3[CH2:10][C:9]([CH3:17])([CH3:18])[N:8]([O:30][CH:29]4[CH2:5][CH2:6][CH2:1][CH2:2][CH2:3]4)[C:13]([CH3:14])([CH3:15])[CH2:12]3)=[O:27])[CH2:12][C:13]2([CH3:14])[CH3:15])[CH2:2][CH2:3][CH2:4][CH2:5][CH2:6]1 |f:2.3|. Procedure details: A mixture of 1-cyclohexyloxy-4-amino-2,2,6,6-tetramethylpiperidine (2.65 g), dimethyl succinate (1.46 g) and sodium methoxide (50 mg) is heated at 180°-190° C. for 4 hours. The crude product is recrystallized from ethanol/water to afford 1.38 g of the title compound as a white solid, m.p. 230°-34° C. The product is C1(CCCCC1)ON1C(CC(CC1(C)C)NC(CCC(=O)NC1CC(N(C(C1)(C)C)OC1CCCCC1)(C)C)=O)(C)C (N,N'-Bis[1-cyclohexyloxy-2,2,6,6-tetramethylpiperidin-4yl] Succinamide). Reactants: C1(CCCCC1)ON1C(CC(CC1(C)C)N)(C)C (1-cyclohexyloxy-4-amino-2,2,6,6-tetramethylpiperidine), C(CCC(=O)OC)(=O)OC (dimethyl succinate), C[O-].[Na+] (sodium methoxide). Run in O1CCCC1 (tetrahydrofuran), O1CCCC1 (tetrahydrofuran), COCCOC (1,2-dimethoxyethane), O1CCCC1 (tetrahydrofuran), COCCOC (1,2-dimethoxyethane). Reaction SMILES: [Mg].Br[C:3]1[CH:8]=[CH:7][C:6]([CH:9]2[O:14][CH2:13][CH2:12][CH2:11][O:10]2)=[CH:5][CH:4]=1.O1CCCOC1C1C=CC([Mg]Br)=CC=1.Cl[C:30]1[CH:35]=[CH:34][CH:33]=[CH:32][C:31]=1[C:36]1[N:37]=[N:38][N:39]([CH:41]2[CH2:46][CH2:45][CH2:44][CH2:43][O:42]2)[N:40]=1.ClC1C=CC=CC=1C1N(C2CCCCO2)N=NN=1>O1CCCC1.BrCCBr.COCCOC.Cl[Ni]1(Cl)[P](C2C=CC=CC=2)(C2C=CC=CC=2)CCC[P]1(C1C=CC=CC=1)C1C=CC=CC=1.[Cl-].[Zn+2].[Cl-]>[N:37]#[N:38].[O:10]1[CH2:11][CH2:12][CH2:13][O:14][CH:9]1[C:6]1[CH:7]=[CH:8][C:3]([C:30]2[CH:35]=[CH:34][CH:33]=[CH:32][C:31]=2[C:36]2[N:37]=[N:38][N:39]([CH:41]3[CH2:46][CH2:45][CH2:44][CH2:43][O:42]3)[N:40]=2)=[CH:4][CH:5]=1 |f:9.10.11,^1:82,98|. Reagents/catalysts: [Cl-].[Zn+2].[Cl-] (zinc chloride), Cl[Ni]1([P](CCC[P](C2=CC=CC=C2)1C3=CC=CC=C3)(C4=CC=CC=C4)C5=CC=CC=C5)Cl (dichloro[1,3-bis(diphenylphosphino)propane]nickel(II)), BrCCBr (1,2-dibromoethane). The reactants are solution, BrC1=CC=C(C=C1)C1OCCCO1 (2-(4-bromo-phenyl)-[1,3]dioxane), solution, [Mg] (magnesium), BrC1=CC=C(C=C1)C1OCCCO1 (2-(4-bromo-phenyl)-[1,3]dioxane), ClC1=C(C=CC=C1)C=1N=NN(N1)C1OCCCC1 (5-(2-chlorophenyl)-2-(tetrahydropyran-2-yl)-2H-tetrazole), ClC1=C(C=CC=C1)C1=NN=NN1C1OCCCC1 (5-(2-chlorophenyl)-1-(tetrahydropyran-2-yl)-1H-tetrazole), O1C(OCCC1)C1=CC=C(C=C1)[Mg]Br (4-([1,3]dioxan-2-yl)phenylmagnesium bromide), [Mg] (magnesium), O1C(OCCC1)C1=CC=C(C=C1)[Mg]Br (4-([1,3]dioxan-2-yl)phenylmagnesium bromide). Yields the product N#N (N2), O1C(OCCC1)C1=CC=C(C=C1)C1=C(C=CC=C1)C=1N=NN(N1)C1OCCCC1 (4′-[1,3]dioxan-2-yl-biphenyl-2-yl2-(tetrahydro-pyran-2-yl)-2H-tetrazole). Procedure: A suspension of magnesium turnings (2.68 g) in anhydrous tetrahydrofuran (20 mL) is cooled to 10° C. and five drops of 1,2-dibromoethane are added. 2 mL of a solution of 2-(4-bromo-phenyl)-[1,3]dioxane (24.3 g; 100 mmol) in anhydrous tetrahydrofuran (80 mL) is added at 10° C. under vigorous stirring. After the reaction starts the remainder of the solution of 2-(4-bromo-phenyl)-[1,3]dioxane is added over 90 minutes. The resulting mixture is further stirred at about 16° C. for 2 hours and at 25° C... Conditions: temperature 10 celsius, time 75 minute.